This data is from the Open Reaction Database (ORD), a public repository of structured organic reaction records. The task is: describe an organic reaction: reactants, conditions, products, and yield Starting materials: CC(C)(C)OC(=O)C1(NS(=O)(=O)c2ccc(Oc3ccc(F)cc3)cc2)CCCC1, C1CCOC1, CCCC[N+](CCCC)(CCCC)CCCC, C#CC(=O)OCC, CCOC(C)=O, [F-]. As a reaction SMILES: [C:1]([CH3:2])([CH3:3])([CH3:4])[O:5][C:6](=[O:7])[C:8]1([NH:13][S:14](=[O:15])(=[O:16])[c:17]2[cH:18][cH:19][c:20]([O:23][c:24]3[cH:25][cH:26][c:27]([F:30])[cH:28][cH:29]3)[cH:21][cH:22]2)[CH2:9][CH2:10][CH2:11][CH2:12]1.[CH2:56]1[O:57][CH2:58][CH2:59][CH2:60]1.[CH3:32][CH2:33][CH2:34][CH2:35][N+:36]([CH2:37][CH2:38][CH2:39][CH3:40])([CH2:41][CH2:42][CH2:43][CH3:44])[CH2:45][CH2:46][CH2:47][CH3:48].[CH3:49][CH2:50][O:51][C:52](=[O:53])[C:54]#[CH:55].[CH3:61][CH2:62][O:63][C:64](=[O:65])[CH3:66].[F-:31]>>[C:1]([CH3:2])([CH3:3])([CH3:4])[O:5][C:6](=[O:7])[C:8]1([N:13]([S:14](=[O:15])(=[O:16])[c:17]2[cH:18][cH:19][c:20]([O:23][c:24]3[cH:25][cH:26][c:27]([F:30])[cH:28][cH:29]3)[cH:21][cH:22]2)[CH:55]=[CH:54][C:52]([O:51][CH2:50][CH3:49])=[O:53])[CH2:9][CH2:10][CH2:11][CH2:12]1. The product is CCOC(=O)C=CN(C1(C(=O)OC(C)(C)C)CCCC1)S(=O)(=O)c1ccc(Oc2ccc(F)cc2)cc1. The reactants are N1(N=CC=C1)C1=CC=C(C(=O)O)C=C1 (4-(1H-pyrazol-1-yl)benzoic acid), S(O)(O)(=O)=O (sulfuric acid), CCO (EtOH). Conditions: time 71 hour. Yields the product N1(N=CC=C1)C1=CC=C(C(=O)OCC)C=C1 (Ethyl 4-(1H-pyrazol-1-yl)benzoate), solid. Isolated yield 91.0%. Reaction SMILES: [N:1]1([C:6]2[CH:14]=[CH:13][C:9]([C:10]([OH:12])=[O:11])=[CH:8][CH:7]=2)[CH:5]=[CH:4][CH:3]=[N:2]1.S(=O)(=O)(O)O.[CH3:20][CH2:21]O>>[N:1]1([C:6]2[CH:7]=[CH:8][C:9]([C:10]([O:12][CH2:20][CH3:21])=[O:11])=[CH:13][CH:14]=2)[CH:5]=[CH:4][CH:3]=[N:2]1. Procedure details: To a solution of 4-(1H-pyrazol-1-yl)benzoic acid (CAS 160209-00-0, 678 mg, 3.60 mmol) in absolute EtOH (10 mL) was added sulfuric acid (0.1 mL) at room temperature. The reaction mixture was heated to reflux and stirred for 71 h, then concentrated under reduced pressure. The residue was partitioned between sat. aq. NaHCO3 (60 mL) and EtOAc (50 mL). The aqueous layer was extracted with EtOAc (50 mL). The combined organic extracts were dried (Na2SO4), filtered and concentrated under reduced pressur... Reactants: Cl (hydrochloric acid), C(C)OC(=O)C(CCC1N(CCC=2C3=CC=CC=C3NC12)CC)C(=O)OCC (1,2,3,4-tetrahydro-1-[3,3-bis(ethoxycarbonyl)propyl]-2-ethyl-β-carboline). Run in C(C)(=O)O (acetic acid). Conditions: temperature 120 celsius, time 5 hour. The product is C(=O)(O)CCCC1N(CCC=2C3=CC=CC=C3NC12)CC (1,2,3,4-tetrahydro-1-(3-carboxypropyl)-2-ethyl-β-carboline). RXN SMILES: Cl.C([O:4][C:5]([CH:7](C(OCC)=O)[CH2:8][CH2:9][CH:10]1[C:22]2[NH:21][C:20]3[C:15](=[CH:16][CH:17]=[CH:18][CH:19]=3)[C:14]=2[CH2:13][CH2:12][N:11]1[CH2:23][CH3:24])=[O:6])C>C(O)(=O)C>[C:5]([CH2:7][CH2:8][CH2:9][CH:10]1[C:22]2[NH:21][C:20]3[C:15](=[CH:16][CH:17]=[CH:18][CH:19]=3)[C:14]=2[CH2:13][CH2:12][N:11]1[CH2:23][CH3:24])([OH:6])=[O:4]. Reported procedure: 3.0 ml of acetic acid and 1.5 ml of conc. hydrochloric acid were added to 0.70 g of 1,2,3,4-tetrahydro-1-[3,3-bis(ethoxycarbonyl)propyl]-2-ethyl-β-carboline. The mixture was stirred at 120° C. for 5 hours. After the reaction was completed, the mixture was evaporated to remove solvent, whereby 1,2,3,4-tetrahydro-1-(3-carboxypropyl)-2-ethyl-β-carboline was obtained as a crude product. 30 ml of 10% methanolic hydrogen chloride were added to the crude product, and the mixture was refluxed for 2 hour... Starting materials: Cl, [Na+], C1CCOC1, [OH-], COC(=O)Cc1ccc(-c2ccc(OCc3ccc(C(F)(F)F)c(O)c3C(=O)OC(C)(C)C)cc2)cc1. The product is CC(C)(C)OC(=O)c1c(COc2ccc(-c3ccc(CC(=O)O)cc3)cc2)ccc(C(F)(F)F)c1O. Reaction SMILES: [ClH:40].[Na+:2].[O:41]1[CH2:42][CH2:43][CH2:44][CH2:45]1.[OH-:1].[OH:3][c:4]1[c:5]([C:6](=[O:7])[O:8][C:9]([CH3:10])([CH3:11])[CH3:12])[c:13]([CH2:21][O:22][c:23]2[cH:24][cH:25][c:26](-[c:29]3[cH:30][cH:31][c:32]([CH2:35][C:36](=[O:37])[O:38][CH3:39])[cH:33][cH:34]3)[cH:27][cH:28]2)[cH:14][cH:15][c:16]1[C:17]([F:18])([F:19])[F:20]>>[OH:3][c:4]1[c:5]([C:6](=[O:7])[O:8][C:9]([CH3:10])([CH3:11])[CH3:12])[c:13]([CH2:21][O:22][c:23]2[cH:24][cH:25][c:26](-[c:29]3[cH:30][cH:31][c:32]([CH2:35][C:36](=[O:37])[OH:38])[cH:33][cH:34]3)[cH:27][cH:28]2)[cH:14][cH:15][c:16]1[C:17]([F:18])([F:19])[F:20]. The reactants are FC=1C=C(C[C@H]2N(CC[C@H](C2)C2=CC(NO2)=O)C(=O)OC)C=CC1C(F)(F)F ((2S,4R)-Methyl 2-(3-fluoro-4-(trifluoromethyl)benzyl)-4-(3-oxo-2,3-dihydroisoxazol-5-yl)piperidine-1-carboxylate), Br (hydrogen bromide). Run at time 8 hour. Yields the product FC=1C=C(C[C@H]2NCC[C@H](C2)C2=CC(NO2)=O)C=CC1C(F)(F)F (5-((2S,4R)-2-(3-fluoro-4-(trifluoromethyl)benzyl)piperidin-4-yl)isoxazol-3(2H)-one). The yield is 65.4%. As a reaction SMILES: [F:1][C:2]1[CH:3]=[C:4]([CH:22]=[CH:23][C:24]=1[C:25]([F:28])([F:27])[F:26])[CH2:5][C@@H:6]1[CH2:11][C@H:10]([C:12]2[O:16][NH:15][C:14](=[O:17])[CH:13]=2)[CH2:9][CH2:8][N:7]1C(OC)=O.Br>>[F:1][C:2]1[CH:3]=[C:4]([CH:22]=[CH:23][C:24]=1[C:25]([F:27])([F:26])[F:28])[CH2:5][C@@H:6]1[CH2:11][C@H:10]([C:12]2[O:16][NH:15][C:14](=[O:17])[CH:13]=2)[CH2:9][CH2:8][NH:7]1. Procedure details: (2S,4R)-Methyl 2-(3-fluoro-4-(trifluoromethyl)benzyl)-4-(3-oxo-2,3-dihydroisoxazol-5-yl)piperidine-1-carboxylate (589 mg, 1.46 mmol) (from example 140, step 3) was dissolved in hydrogen bromide (33% in acetic acid, 10 mL, 57.10 mmol) and the mixture stirred at room temperature overnight. The solvent was evaporated and the residue purified by preparative HPLC (Instrument: FractionLynx III, Mobilphase: gradient 5-95% MeCN in 0.2% NH3, pH 10, Column: Xbridge Prep C18 5 μm OBD 19*150 mm) to yield 5-... Starting materials: SCC(=O)OC (methyl 2-mercaptoacetate), CS(=O)(=O)OCCC1=C(C=CC=C1)Br (2-bromophenethyl methanesulfonate), N=1CCCN2C1CCCCC2 (2,3,4,6,7,8,9,10-octahydropyrimido[1,2-a]azepine). Solvent: C1CCOC1 (THF). Run at time 1.5 hour. The product is COC(CSCCC1=C(C=CC=C1)Br)=O (Methyl-2-((2-bromophenethyl)thio)acetate). The yield is 74.5%. RXN SMILES: [SH:1][CH2:2][C:3]([O:5][CH3:6])=[O:4].CS(O[CH2:12][CH2:13][C:14]1[CH:19]=[CH:18][CH:17]=[CH:16][C:15]=1[Br:20])(=O)=O.N1CCCN2CCCCCC=12>C1COCC1>[CH3:6][O:5][C:3](=[O:4])[CH2:2][S:1][CH2:12][CH2:13][C:14]1[CH:19]=[CH:18][CH:17]=[CH:16][C:15]=1[Br:20]. Procedure details: A mixture of methyl 2-mercaptoacetate (2.2 g), 2-bromophenethyl methanesulfonate (5.7 g), 2,3,4,6,7,8,9,10-octahydropyrimido[1,2-a]azepine (3.7 g) and THF (30 ml) was stirred at ambient temperature for 1.5 hrs and separation method A and E yielded the title compound (4.4 g). The reactants are C(C=C(C)CCC=C(C)CCC=C(C)C)Br (farnesyl bromide), OC(C)(C=C)CCC=C(C)CCC=C(C)C (nerolidol), COC(C(CC(=O)OC)=O)OC (methyl 4,4-dimethoxyacetoacetate). Product: COC(C(CC\C=C(/CC\C=C(\CCC=C(C)C)/C)\C)=O)OC ((Z,E)-1,1-Dimethoxy-6,10,14-trimethyl-5,9,13-pentadecatrien-2-one). Reaction SMILES: [CH2:1](Br)[CH:2]=[C:3]([CH2:5][CH2:6][CH:7]=[C:8]([CH2:10][CH2:11][CH:12]=[C:13]([CH3:15])[CH3:14])[CH3:9])[CH3:4].OC(CCC=C(CCC=C(C)C)C)(C=C)C.[CH3:33][O:34][CH:35]([O:43][CH3:44])[C:36](=[O:42])[CH2:37]C(OC)=O>>[CH3:33][O:34][CH:35]([O:43][CH3:44])[C:36](=[O:42])[CH2:37][CH2:1]/[CH:2]=[C:3](/[CH3:4])\[CH2:5][CH2:6]/[CH:7]=[C:8](\[CH3:9])/[CH2:10][CH2:11][CH:12]=[C:13]([CH3:15])[CH3:14]. Procedure details: Following the procedure stated in Referential example 1, reaction of farnesyl bromide which had been prepared from 22 g of nerolidol with 19 g of methyl 4,4-dimethoxyacetoacetate was carried out and the reaction mixture was purified by the silica gel (200 g) column chromatography to yield 12.8 g of the desired product. Starting materials: CC(=O)Cl, CO, O=C(O)Cc1ccccc1I. The product is COC(=O)Cc1ccccc1I. RXN SMILES: [CH3:12][C:13](=[O:14])[Cl:15].[CH3:16][OH:17].[I:1][c:2]1[c:3]([CH2:8][C:9](=[O:10])[OH:11])[cH:4][cH:5][cH:6][cH:7]1>>[I:1][c:2]1[c:3]([CH2:8][C:9]([O:10][CH3:12])=[O:11])[cH:4][cH:5][cH:6][cH:7]1.